From a dataset of the Open Reaction Database (ORD), a public repository of structured organic reaction records. describe an organic reaction: reactants, conditions, products, and yield Reactants: Cc1ccc(S(=O)(=O)OCCC2CCN(C(=O)c3ccccc3)CC2)cc1, CN(C)C=O, [H-], [H][H], [Na+], OCC=Cc1ccccc1. Yields the product O=C(c1ccccc1)N1CCC(CCOCC=Cc2ccccc2)CC1. RXN SMILES: [C:15]([c:16]1[cH:17][cH:18][cH:19][cH:20][cH:21]1)(=[O:22])[N:23]1[CH2:24][CH2:25][CH:26]([CH2:29][CH2:30][O:31][S:32]([c:33]2[cH:34][cH:35][c:36]([CH3:37])[cH:38][cH:39]2)(=[O:40])=[O:41])[CH2:27][CH2:28]1.[CH3:42][N:43]([CH3:44])[CH:45]=[O:46].[H-:11].[H:13][H:14].[Na+:12].[OH:1][CH2:2][CH:3]=[CH:4][c:5]1[cH:6][cH:7][cH:8][cH:9][cH:10]1>>[O:1]([CH2:2][CH:3]=[CH:4][c:5]1[cH:6][cH:7][cH:8][cH:9][cH:10]1)[CH2:30][CH2:29][CH:26]1[CH2:25][CH2:24][N:23]([C:15]([c:16]2[cH:17][cH:18][cH:19][cH:20][cH:21]2)=[O:22])[CH2:28][CH2:27]1. The reactants are Brc1cnc2[nH]ccc2n1, CC(C)(CCCC#N)C(=O)Cl, CC[Al+]CC, CCOC(C)=O, [Cl-], ClCCl, [Na+], O=C([O-])O. The product is CC(C)(CCCC#N)C(=O)c1c[nH]c2ncc(Br)nc12. As a reaction SMILES: [Br:7][c:8]1[n:9][c:10]2[c:11]([n:12][cH:13]1)[nH:14][cH:15][cH:16]2.[C:17](#[N:18])[CH2:19][CH2:20][CH2:21][C:22]([C:23](=[O:24])[Cl:25])([CH3:26])[CH3:27].[CH2:2]([Al+:3][CH2:4][CH3:5])[CH3:6].[CH3:36][CH2:37][O:38][C:39](=[O:40])[CH3:41].[Cl-:1].[Cl:33][CH2:34][Cl:35].[Na+:32].[O-:28][C:29]([OH:30])=[O:31]>>[Br:7][c:8]1[n:9][c:10]2[c:11]([n:12][cH:13]1)[nH:14][cH:15][c:16]2[C:23]([C:22]([CH2:21][CH2:20][CH2:19][C:17]#[N:18])([CH3:26])[CH3:27])=[O:24]. The reactants are C([O-])(O)=O.[Na+] (sodium bicarbonate), FC1=CC=C(C=C1)CCNC(=O)C1=CC=C(C=C1)S(=O)(=O)Cl (4-[2-(4-fluoro-phenyl)-ethylcarbamoyl]-benzene-sulfonyl chloride), C(C=1C(N)=CC=CC1)(=O)O (anthranilic acid). Solvent: C1CCOC1 (THF), O (water). Conditions: time 30 minute. The product is FC1=CC=C(C=C1)CCNC(=O)C1=CC=C(C=C1)S(=O)(=O)NC1=C(C(=O)O)C=CC=C1 (2-{4-[2-(4-fluoro-phenyl)-ethylcarbamoyl]-benzenesulfonylamino}-benzoic acid). Reaction SMILES: [F:1][C:2]1[CH:7]=[CH:6][C:5]([CH2:8][CH2:9][NH:10][C:11]([C:13]2[CH:18]=[CH:17][C:16]([S:19](Cl)(=[O:21])=[O:20])=[CH:15][CH:14]=2)=[O:12])=[CH:4][CH:3]=1.[C:23]([OH:32])(=[O:31])[C:24]1[C:25](=[CH:27][CH:28]=[CH:29][CH:30]=1)[NH2:26].C(=O)(O)[O-].[Na+]>C1COCC1.O>[F:1][C:2]1[CH:7]=[CH:6][C:5]([CH2:8][CH2:9][NH:10][C:11]([C:13]2[CH:18]=[CH:17][C:16]([S:19]([NH:26][C:25]3[CH:27]=[CH:28][CH:29]=[CH:30][C:24]=3[C:23]([OH:32])=[O:31])(=[O:21])=[O:20])=[CH:15][CH:14]=2)=[O:12])=[CH:4][CH:3]=1 |f:2.3|. Procedure details: A solution of the title B compound, 4-[2-(4-fluoro-phenyl)-ethylcarbamoyl]-benzene-sulfonyl chloride (171 mg, 0.5 mmol) in THF (2 mL) is added dropwise over 10 min to a solution of the anthranilic acid (68.6 mg, 0.5 mmol) in water (1 mL) containing sodium bicarbonate (126 mg, 1.5 mmol). After stirring for 30 min, the solvent is evaporated under a stream of nitrogen, and water (8 mL) is added. The mixture is stirred for a few min, then filtered. The filtrate is added dropwise to an excess of 1 N ... The reactants are ClC1=CC=C(C=C1)C([C@H](CCC)C1=CC=C(C(=O)OC(C)(C)C)C=C1)(O)C=1C=NC2=CC(=CC=C2C1)C(F)(F)F (tert-Butyl 4-{(1R)-1-[(4-chlorophenyl)(7-trifluoromethylquinolin-3-yl)(hydroxyl)methyl]butyl}benzoate), C(C)[SiH](CC)CC (triethylsilane). Run in C(Cl)Cl (CH2Cl2). Conditions: temperature -78 celsius. Yields the product ClC1=CC=C(C=C1)C([C@H](CCC)C1=CC=C(C(=O)O)C=C1)C=1C=NC2=CC(=CC=C2C1)C(F)(F)F (4-{(1S)-1-[(4-chlorophenyl)-(7-trifluoromethylquinolin-3-yl)methyl]butyl}benzoic acid). Reaction SMILES: [Cl:1][C:2]1[CH:7]=[CH:6][C:5]([C:8]([C:27]2[CH:28]=[N:29][C:30]3[C:35]([CH:36]=2)=[CH:34][CH:33]=[C:32]([C:37]([F:40])([F:39])[F:38])[CH:31]=3)(O)[C@@H:9]([C:13]2[CH:25]=[CH:24][C:16]([C:17]([O:19]C(C)(C)C)=[O:18])=[CH:15][CH:14]=2)[CH2:10][CH2:11][CH3:12])=[CH:4][CH:3]=1.C([SiH](CC)CC)C>C(Cl)Cl>[Cl:1][C:2]1[CH:7]=[CH:6][C:5]([CH:8]([C:27]2[CH:28]=[N:29][C:30]3[C:35]([CH:36]=2)=[CH:34][CH:33]=[C:32]([C:37]([F:40])([F:38])[F:39])[CH:31]=3)[C@@H:9]([C:13]2[CH:14]=[CH:15][C:16]([C:17]([OH:19])=[O:18])=[CH:24][CH:25]=2)[CH2:10][CH2:11][CH3:12])=[CH:4][CH:3]=1. Procedure: The product of step A (98 mg, 0.173 mmol) was dissolved in CH2Cl2 (15 mL) and triethylsilane (0.28 ml, 1.72 mmol) was added. The solution was cooled to −78° C., then BF3 gas was slowly bubbled through the solution until it was saturated (less than one minute, at the time fuming BF3 was observed from a small needle venting from the flask). The mixture was allowed to warm gradually to −20° C. When all starting material was consumed by LC/MS analysis, saturated NaHCO3 (aq) was added and the mixture... Starting materials: COc1ccc(C2(C=O)CCC(OC)(OC)CC2)cc1OC1CCCC1, CCOC(C)=O, COc1ccc(C2(C=O)CCC(=O)CC2)cc1OC1CCCC1, Cl. Yields the product COc1ccc(C2(C=O)CCC(=O)CC2)cc1OC1CCCC1. Reaction SMILES: [CH3:1][O:2][C:3]1([O:25][CH3:26])[CH2:4][CH2:5][C:6]([CH:9]=[O:10])([c:11]2[cH:12][c:13]([O:19][CH:20]3[CH2:21][CH2:22][CH2:23][CH2:24]3)[c:14]([O:17][CH3:18])[cH:15][cH:16]2)[CH2:7][CH2:8]1.[CH3:51][CH2:52][O:53][C:54](=[O:55])[CH3:56].[CH:27]1([O:28][c:29]2[cH:30][c:31]([C:32]3([CH:33]=[O:34])[CH2:35][CH2:36][C:37](=[O:38])[CH2:39][CH2:40]3)[cH:41][cH:42][c:43]2[O:44][CH3:45])[CH2:46][CH2:47][CH2:48][CH2:49]1.[ClH:50]>>[O:2]=[C:3]1[CH2:4][CH2:5][C:6]([CH:9]=[O:10])([c:11]2[cH:12][c:13]([O:19][CH:20]3[CH2:21][CH2:22][CH2:23][CH2:24]3)[c:14]([O:17][CH3:18])[cH:15][cH:16]2)[CH2:7][CH2:8]1. The reactants are C(C)C=1C=C(C=NC1)CO ((5-ethylpyridin-3-yl)methanol), BrP(Br)Br (tribromophosphane). Run in C(Cl)(Cl)Cl (chloroform). Conditions: time 8 hour. Product: BrCC=1C=NC=C(C1)CC (3-(bromomethyl)-5-ethylpyridine). The yield is 99.9%. As a reaction SMILES: [CH2:1]([C:3]1[CH:4]=[C:5]([CH2:9]O)[CH:6]=[N:7][CH:8]=1)[CH3:2].[Br:11]P(Br)Br>C(Cl)(Cl)Cl>[Br:11][CH2:9][C:5]1[CH:6]=[N:7][CH:8]=[C:3]([CH2:1][CH3:2])[CH:4]=1. Procedure details: To a solution of (5-ethylpyridin-3-yl)methanol (3.31 g, 24.12 mmol) in anhydrous chloroform (50 mL) at 0° C. was added tribromophosphane (7.18 g, 2.49 mL, 26.54 mmol) dropwise. The reaction mixture was allowed to stir overnight at room temperature. The solvent was evaporated to provide crude 3-(bromomethyl)-5-ethylpyridine (4.82 g, 100% yield), which was used in the next step without any further purification.